The task is: describe an organic reaction: reactants, conditions, products, and yield. This data is from the Open Reaction Database (ORD), a public repository of structured organic reaction records. The reactants are C(C)(C)(C)[C@H]1N(C=2C=CC=CC2C2=CC=CC=C12)S(=O)(=O)C1=CC=C(C=C1)OC ((R)-6-tert-butyl-5-[(4-methoxyphenyl)sulfonyl]-5,6-dihydrophenanthridine), C1=CCCCC1 (cyclohexene), B(Br)(Br)Br (boron tribromide), ClCCl (dichloromethane). The product is C(C)(C)(C)[C@H]1N(C=2C=CC=CC2C2=CC=CC=C12)S(=O)(=O)C1=CC=C(C=C1)O (4-{[(R)-6-tert-Butylphenanthridin-5(6H)-yl]sulfonyl}phenol). As a reaction SMILES: [C:1]([C@@H:5]1[C:18]2[C:13](=[CH:14][CH:15]=[CH:16][CH:17]=2)[C:12]2[CH:11]=[CH:10][CH:9]=[CH:8][C:7]=2[N:6]1[S:19]([C:22]1[CH:27]=[CH:26][C:25]([O:28]C)=[CH:24][CH:23]=1)(=[O:21])=[O:20])([CH3:4])([CH3:3])[CH3:2].C1CCCCC=1.B(Br)(Br)Br.ClCCl>>[C:1]([C@@H:5]1[C:18]2[C:13](=[CH:14][CH:15]=[CH:16][CH:17]=2)[C:12]2[CH:11]=[CH:10][CH:9]=[CH:8][C:7]=2[N:6]1[S:19]([C:22]1[CH:27]=[CH:26][C:25]([OH:28])=[CH:24][CH:23]=1)(=[O:21])=[O:20])([CH3:4])([CH3:2])[CH3:3]. Reported procedure: The title compound was prepared from (R)-6-tert-butyl-5-[(4-methoxyphenyl)sulfonyl]-5,6-dihydrophenanthridine (1.35 g, 3.31 mmol), cyclohexene (6.16 g, 75 mmol), and 1.0 M boron tribromide in dichloromethane (20 mL, 20 mmol) according to the procedure and in the same manner as described in Example 12, step b; and yielded, after chromatographic purification and crystallization from a mixture of diethyl ether-hexane, 4-{[(R)-6-tert-butylphenanthridin-5(6H)-yl]sulfonyl}phenol* (1.1 g, 2.8 mmol, 84%... Reactants: C(C)(C)(C)[Si](OC[C@H]1O[C@@]([C@@H]([C@H]([C@@H]1OCC1=CC=CC=C1)OCC1=CC=CC=C1)OCC1=CC=CC=C1)(OC)C1=CC(=C(C=C1)Cl)CC1=CC=C(C=C1)OCC)(C)C (tert-butyl-dimethyl-[[(2R,3R,4S,5R,6S)-3,4,5-tribenzyloxy-6-[4-chloro-3-[(4-ethoxyphenyl)methyl]phenyl]-6-methoxy-tetrahydropyran-2-yl]methoxy]silane), [F-].C(CCC)[N+](CCCC)(CCCC)CCCC (tetrabutylammonium fluoride). Run in O1CCCC1 (tetrahydrofuran). Conditions: time 2 hour. Product: C(C1=CC=CC=C1)O[C@@H]1[C@H](O[C@@]([C@@H]([C@H]1OCC1=CC=CC=C1)OCC1=CC=CC=C1)(OC)C1=CC(=C(C=C1)Cl)CC1=CC=C(C=C1)OCC)CO ([(2R,3R,4S,5R,6S)-3,4,5-tribenzyloxy-6-[4-chloro-3-[(4-ethoxyphenyl)methyl]phenyl]-6-methoxy-tetrahydropyran-2-yl]methanol). Yield: 77.7%. Reaction SMILES: C([Si](C)(C)[O:6][CH2:7][C@@H:8]1[C@@H:13]([O:14][CH2:15][C:16]2[CH:21]=[CH:20][CH:19]=[CH:18][CH:17]=2)[C@H:12]([O:22][CH2:23][C:24]2[CH:29]=[CH:28][CH:27]=[CH:26][CH:25]=2)[C@@H:11]([O:30][CH2:31][C:32]2[CH:37]=[CH:36][CH:35]=[CH:34][CH:33]=2)[C@@:10]([C:40]2[CH:45]=[CH:44][C:43]([Cl:46])=[C:42]([CH2:47][C:48]3[CH:53]=[CH:52][C:51]([O:54][CH2:55][CH3:56])=[CH:50][CH:49]=3)[CH:41]=2)([O:38][CH3:39])[O:9]1)(C)(C)C.[F-].C([N+](CCCC)(CCCC)CCCC)CCC>O1CCCC1>[CH2:15]([O:14][C@H:13]1[C@H:12]([O:22][CH2:23][C:24]2[CH:25]=[CH:26][CH:27]=[CH:28][CH:29]=2)[C@@H:11]([O:30][CH2:31][C:32]2[CH:37]=[CH:36][CH:35]=[CH:34][CH:33]=2)[C@@:10]([C:40]2[CH:45]=[CH:44][C:43]([Cl:46])=[C:42]([CH2:47][C:48]3[CH:49]=[CH:50][C:51]([O:54][CH2:55][CH3:56])=[CH:52][CH:53]=3)[CH:41]=2)([O:38][CH3:39])[O:9][C@@H:8]1[CH2:7][OH:6])[C:16]1[CH:21]=[CH:20][CH:19]=[CH:18][CH:17]=1 |f:1.2|. Procedure details: To a solution of tert-butyl-dimethyl-[[(2R,3R,4S,5R,6S)-3,4,5-tribenzyloxy-6-[4-chloro-3-[(4-ethoxyphenyl)methyl]phenyl]-6-methoxy-tetrahydropyran-2-yl]methoxy]silane 1f (84.1 g, 102.1 mmol) in tetrahydrofuran (400 mL) was added tetrabutylammonium fluoride (53.4 g, 204.2 mmol) at room temperature. The mixture was stirred at room temperature for 2 hours and quenched with 100 mL of saturated aqueous sodium bicarbonate. The resulting mixture was washed with water (100 mL). The aqueous layer was ext... Reactants: CCCCC(C)(C)O, CN([SiH](C)C)[Si](C)(C)C, N. Product: CCCCC(C)(C)O[Si](C)(C)C. Reaction SMILES: [CH3:1][C:2]([CH3:3])([CH2:4][CH2:5][CH2:6][CH3:7])[OH:8].[CH3:9][SiH:10]([CH3:11])[N:16]([Si:12]([CH3:13])([CH3:14])[CH3:15])[CH3:17].[NH3:18]>>[CH3:1][C:2]([CH3:3])([CH2:4][CH2:5][CH2:6][CH3:7])[O:8][Si:12]([CH3:13])([CH3:14])[CH3:15]. Starting materials: CC(=O)O, O=[N+]([O-])c1ccc(-c2coc(-c3ccccc3)n2)cc1, [Zn]. Yields the product Nc1ccc(-c2coc(-c3ccccc3)n2)cc1. RXN SMILES: [CH3:21][C:22](=[O:23])[OH:24].[N+:1]([O-:2])(=[O:3])[c:4]1[cH:5][cH:6][c:7](-[c:10]2[n:11][c:12](-[c:15]3[cH:16][cH:17][cH:18][cH:19][cH:20]3)[o:13][cH:14]2)[cH:8][cH:9]1.[Zn:25]>>[NH2:1][c:4]1[cH:5][cH:6][c:7](-[c:10]2[n:11][c:12](-[c:15]3[cH:16][cH:17][cH:18][cH:19][cH:20]3)[o:13][cH:14]2)[cH:8][cH:9]1. Starting materials: C(#N)P(OCC)(OCC)=O (Diethyl cyanophosphonate), [Cl-].C(C)(C)[NH3+] (isopropylammonium chloride). Run in CN(C)C=O (DMF). Reaction conditions: time 8 hour. The product is C(C)OP([O-])(=O)C#N.C(C)(C)[NH3+] (Isopropylammonium Ethyl Cyanophosphonate). Isolated yield 81.6%. RXN SMILES: [C:1]([P:3](=[O:10])([O:7]CC)[O:4][CH2:5][CH3:6])#[N:2].[Cl-].[CH:12]([NH3+:15])([CH3:14])[CH3:13]>CN(C=O)C>[CH2:5]([O:4][P:3]([C:1]#[N:2])(=[O:7])[O-:10])[CH3:6].[CH:12]([NH3+:15])([CH3:14])[CH3:13] |f:1.2,4.5|. Procedure details: Diethyl cyanophosphonate (0.50 g, 3.06 mmol) and isopropylammonium chloride (0.29 g, 3.03 mmol) were added to DMF (3 mL) and the reaction mixture was stirred overnight. The solvent was removed under reduced pressure to give 0.48 g (88% yield) of an oil which was analyzed by NMR and mass spectrometry without additional purification. 31P NMR (CD2Cl2) δ (ppm) -21.2 (t, 3JPH =8.4 Hz); 13C NMR (CD2Cl2) δ (ppm) 121.0 (d, 1JCP =177.8 Hz), 63.2 (d, 2JCP 6.3 Hz), 42.1 (s), 20.9 (s), 16.0 (d, 3JCP =7.5 Hz... The reactants are COc1ccc(C(Cl)(c2ccccc2)c2ccc(OC)cc2)cc1, CSC1C(O)C(CO)OC1n1ccc(=O)[nH]c1=O, CN(C)c1ccncc1, c1ccncc1. Yields the product COc1ccc(C(OCC2OC(n3ccc(=O)[nH]c3=O)C(SC)C2O)(c2ccccc2)c2ccc(OC)cc2)cc1. RXN SMILES: [CH3:19][O:20][c:21]1[cH:22][cH:23][c:24]([C:25]([c:26]2[cH:27][cH:28][c:29]([O:32][CH3:33])[cH:30][cH:31]2)([c:34]2[cH:35][cH:36][cH:37][cH:38][cH:39]2)[Cl:40])[cH:41][cH:42]1.[CH3:1][S:2][CH:3]1[CH:4]([n:11]2[c:12](=[O:13])[nH:14][c:15](=[O:16])[cH:17][cH:18]2)[O:5][CH:6]([CH2:9][OH:10])[CH:7]1[OH:8].[CH3:49][N:50]([CH3:51])[c:52]1[cH:53][cH:54][n:55][cH:56][cH:57]1.[cH:43]1[cH:44][cH:45][n:46][cH:47][cH:48]1>>[CH3:1][S:2][CH:3]1[CH:4]([n:11]2[c:12](=[O:13])[nH:14][c:15](=[O:16])[cH:17][cH:18]2)[O:5][CH:6]([CH2:9][O:10][C:25]([c:24]2[cH:23][cH:22][c:21]([O:20][CH3:19])[cH:42][cH:41]2)([c:26]2[cH:27][cH:28][c:29]([O:32][CH3:33])[cH:30][cH:31]2)[c:34]2[cH:35][cH:36][cH:37][cH:38][cH:39]2)[CH:7]1[OH:8]. Starting materials: COC(=O)c1sc(-c2ccccc2)cc1N(C(=O)C1CCC(C)CC1NC(C)=O)C(C)C, [Li+], C1COCCO1, [OH-], O. The product is CC(=O)NC1CC(C)CCC1C(=O)N(c1cc(-c2ccccc2)sc1C(=O)O)C(C)C. As a reaction SMILES: [CH3:1][O:2][C:3](=[O:4])[c:5]1[s:6][c:7](-[c:27]2[cH:28][cH:29][cH:30][cH:31][cH:32]2)[cH:8][c:9]1[N:10]([CH:11]([CH3:12])[CH3:13])[C:14](=[O:15])[CH:16]1[CH:17]([NH:23][C:24]([CH3:25])=[O:26])[CH2:18][CH:19]([CH3:22])[CH2:20][CH2:21]1.[Li+:35].[O:36]1[CH2:37][CH2:38][O:39][CH2:40][CH2:41]1.[OH-:34].[OH2:33]>>[O:2]=[C:3]([OH:4])[c:5]1[s:6][c:7](-[c:27]2[cH:28][cH:29][cH:30][cH:31][cH:32]2)[cH:8][c:9]1[N:10]([CH:11]([CH3:12])[CH3:13])[C:14](=[O:15])[CH:16]1[CH:17]([NH:23][C:24]([CH3:25])=[O:26])[CH2:18][CH:19]([CH3:22])[CH2:20][CH2:21]1. Yields the product Cc1cc(COCC2(c3ccccc3)CCNCC2)c2nn(C)cc2c1. RXN SMILES: [CH3:1][n:2]1[n:3][c:4]2[c:5]([CH2:12][O:13][CH2:14][C:15]3([c:28]4[cH:29][cH:30][cH:31][cH:32][cH:33]4)[CH2:16][CH2:17][N:18]([C:21]([O:22][C:23]([CH3:24])([CH3:25])[CH3:26])=[O:27])[CH2:19][CH2:20]3)[cH:6][c:7]([CH3:11])[cH:8][c:9]2[cH:10]1.[OH:34][C:35]([C:36]([F:37])([F:38])[F:39])=[O:40]>>[CH3:1][n:2]1[n:3][c:4]2[c:5]([CH2:12][O:13][CH2:14][C:15]3([c:28]4[cH:29][cH:30][cH:31][cH:32][cH:33]4)[CH2:16][CH2:17][NH:18][CH2:19][CH2:20]3)[cH:6][c:7]([CH3:11])[cH:8][c:9]2[cH:10]1. Starting materials: Cc1cc(COCC2(c3ccccc3)CCN(C(=O)OC(C)(C)C)CC2)c2nn(C)cc2c1, O=C(O)C(F)(F)F. Reactants: [OH-].[Na+] (sodium hydroxide), O1CCCC1 (tetrahydrofuran), C(C)(C)(C)OC(=O)N[C@@H]1[C@@H](CCCC1)NC1=NC(=C(C(=O)OC)C=C1F)NC1=CN=CC2=CC=CC=C12 (methyl 6-(cis-2-(tert-butoxycarbonylamino)cyclohexylamino)-5-fluoro-2-(isoquinoline 4-ylamino)nicotinate). Run in CO (methanol). Conditions: temperature 65 celsius, time 2 hour. The product is C(C)(C)(C)OC(=O)N[C@@H]1[C@@H](CCCC1)NC1=NC(=C(C(=O)O)C=C1F)NC1=CN=CC2=CC=CC=C12 (6-(cis-2-(tert-butoxycarbonylamino)cyclohexylamino)-5-fluoro-2-(isoquinoline 4-ylamino)nicotinic acid). Yield: 91.9%. RXN SMILES: [OH-].[Na+].O1CCCC1.[C:8]([O:12][C:13]([NH:15][C@H:16]1[CH2:21][CH2:20][CH2:19][CH2:18][C@H:17]1[NH:22][C:23]1[C:32]([F:33])=[CH:31][C:26]([C:27]([O:29]C)=[O:28])=[C:25]([NH:34][C:35]2[C:44]3[C:39](=[CH:40][CH:41]=[CH:42][CH:43]=3)[CH:38]=[N:37][CH:36]=2)[N:24]=1)=[O:14])([CH3:11])([CH3:10])[CH3:9]>CO>[C:8]([O:12][C:13]([NH:15][C@H:16]1[CH2:21][CH2:20][CH2:19][CH2:18][C@H:17]1[NH:22][C:23]1[C:32]([F:33])=[CH:31][C:26]([C:27]([OH:29])=[O:28])=[C:25]([NH:34][C:35]2[C:44]3[C:39](=[CH:40][CH:41]=[CH:42][CH:43]=3)[CH:38]=[N:37][CH:36]=2)[N:24]=1)=[O:14])([CH3:11])([CH3:9])[CH3:10] |f:0.1|. Procedure details: A 1N sodium hydroxide aqueous solution (2 ml) was added to a solution of tetrahydrofuran (2 ml) and methanol (2 ml) containing methyl 6-(cis-2-(tert-butoxycarbonylamino)cyclohexylamino)-5-fluoro-2-(isoquinoline 4-ylamino)nicotinate (75 mg), followed by stirring at 65° C. for 2 hours. The reaction mixture was cooled to room temperature, and the solvent was distilled away under reduced pressure. A saturated aqueous ammonium chloride solution was added to the obtained residue, solid matter was coll...